Dataset: the Open Reaction Database (ORD), a public repository of structured organic reaction records. Task: describe an organic reaction: reactants, conditions, products, and yield Starting materials: [H-].[H-].[H-].[H-].[Li+].[Al+3] (LiAlH4), ClC1=NC=C(C(=O)OC)C=C1 (methyl 6-chloronicotinate). The solvent is C1CCOC1 (THF). Reaction conditions: time 3 hour. Yields the product ClC1=CC=C(C=N1)CO ((6-chloropyridin-3-yl)methanol). The yield is 69.7%. Reaction SMILES: [H-].[H-].[H-].[H-].[Li+].[Al+3].[Cl:7][C:8]1[CH:17]=[CH:16][C:11]([C:12](OC)=[O:13])=[CH:10][N:9]=1>C1COCC1>[Cl:7][C:8]1[N:9]=[CH:10][C:11]([CH2:12][OH:13])=[CH:16][CH:17]=1 |f:0.1.2.3.4.5|. Procedure: To a suspension of LiAlH4 (1.5 g, 40 mmol) in THF (80 mL) was added methyl 6-chloronicotinate (1.56 g, 10 mmol) slowly at 0-5□ under N2 atmosphere. The reaction mixture was stirred at rt for 3 h before it was quenched with 15% NaOH and water. The mixture was filtered through Celite® and the cake was washed with EtOAc (100 mL×3). The filtrate was washed with brine (200 mL), dried and concentrated to give the desired product as yellow oil (1 g, 70%). [LCMS: RtA=0.88 min, m/z 144.2 [M+H]+]. The reactants are CC(=O)O[BH-](OC(C)=O)OC(C)=O, CC1(C)CC(c2ccccc2N2CCNCC2)CC(C)(C)C1, CC(=O)O, CCOC(C)=O, [Na+], [Na+], O=C1CCCC1, O=C([O-])O. Product: CC1(C)CC(c2ccccc2N2CCN(C3CCCC3)CC2)CC(C)(C)C1. As a reaction SMILES: [C:29]([O:30][BH-:31]([O:32][C:33](=[O:34])[CH3:35])[O:36][C:37](=[O:38])[CH3:39])(=[O:40])[CH3:41].[CH3:1][C:2]1([CH3:22])[CH2:3][CH:4]([c:10]2[c:11]([N:16]3[CH2:17][CH2:18][NH:19][CH2:20][CH2:21]3)[cH:12][cH:13][cH:14][cH:15]2)[CH2:5][C:6]([CH3:8])([CH3:9])[CH2:7]1.[CH3:43][C:44](=[O:45])[OH:46].[CH3:52][CH2:53][O:54][C:55](=[O:56])[CH3:57].[Na+:42].[Na+:47].[O:23]=[C:24]1[CH2:25][CH2:26][CH2:27][CH2:28]1.[OH:48][C:49](=[O:50])[O-:51]>>[CH3:1][C:2]1([CH3:22])[CH2:3][CH:4]([c:10]2[c:11]([N:16]3[CH2:17][CH2:18][N:19]([CH:24]4[CH2:25][CH2:26][CH2:27][CH2:28]4)[CH2:20][CH2:21]3)[cH:12][cH:13][cH:14][cH:15]2)[CH2:5][C:6]([CH3:8])([CH3:9])[CH2:7]1. Starting materials: ClC1=C(OC2C=NC3=CC=CC=C3C2)C(=CC(=C1)[N+](=O)[O-])Cl (3-(2,6-Dichloro-4-nitro-phenoxy)-3,4-dihydro-quinoline), [Cl-].[NH4+] (ammonium chloride). Reagents/catalysts: [Fe] (iron). Run in C(C)O.C1CCOC1.O (ethanol THF water). Yields the product ClC=1C=C(C=C(C1OC1C=NC2=CC=CC=C2C1)Cl)N (3,5-Dichloro-4-(3,4-dihydro-quinolin-3-yloxy)-phenylamine). Isolated yield 89.1%. RXN SMILES: [Cl:1][C:2]1[CH:18]=[C:17]([N+:19]([O-])=O)[CH:16]=[C:15]([Cl:22])[C:3]=1[O:4][CH:5]1[CH2:14][C:13]2[C:8](=[CH:9][CH:10]=[CH:11][CH:12]=2)[N:7]=[CH:6]1.[Cl-].[NH4+]>C(O)C.C1COCC1.O.[Fe]>[Cl:1][C:2]1[CH:18]=[C:17]([NH2:19])[CH:16]=[C:15]([Cl:22])[C:3]=1[O:4][CH:5]1[CH2:14][C:13]2[C:8](=[CH:9][CH:10]=[CH:11][CH:12]=2)[N:7]=[CH:6]1 |f:1.2,3.4.5|. Procedure: To a solution of compound II (6.9 g) in ethanol/THF/water (ratio 40:20:10) was added ammonium chloride (3.3 g) and powdered iron (3.4 g). This mixture was heated to reflux for 5 h. The hot mixture was then filtered through Celite and concentrated. The residue was dissolved in ethyl acetate and washed with saturated NaHCO3 solution followed by water and then brine. The solution was dried over magnesium sulfate and concentrated to afford compound III as an off-white solid (5.6 g). Starting materials: ClC1=CC(=C(C=C1)[C@H](CC(=O)C1=CC(=NC=C1)C)C1=CC=C(C=C1)C1CCNCC1)C ((R)-3-(4-chloro-2-methylphenyl)-1-(2-methylpyridin-4-yl)-3-(4-(piperidin-4-yl)phenyl)propan-1-one), S(=O)(=O)(N)N (sulfamide). Run in O1CCOCC1 (1,4-dioxane). Yields the product ClC1=CC(=C(C=C1)[C@H](CC(=O)C1=CC(=NC=C1)C)C1=CC=C(C=C1)C1CCN(CC1)S(=O)(=O)N)C ((R)-4-(4-(1-(4-Chloro-2-methylphenyl)-3-(2-methylpyridin-4-yl)-3-oxopropyl)phenyl)-piperidine-1-sulfonamide). Yield: 82.3%. As a reaction SMILES: [Cl:1][C:2]1[CH:7]=[CH:6][C:5]([C@@H:8]([C:19]2[CH:24]=[CH:23][C:22]([CH:25]3[CH2:30][CH2:29][NH:28][CH2:27][CH2:26]3)=[CH:21][CH:20]=2)[CH2:9][C:10]([C:12]2[CH:17]=[CH:16][N:15]=[C:14]([CH3:18])[CH:13]=2)=[O:11])=[C:4]([CH3:31])[CH:3]=1.[S:32](N)([NH2:35])(=[O:34])=[O:33]>O1CCOCC1>[Cl:1][C:2]1[CH:7]=[CH:6][C:5]([C@@H:8]([C:19]2[CH:20]=[CH:21][C:22]([CH:25]3[CH2:26][CH2:27][N:28]([S:32]([NH2:35])(=[O:34])=[O:33])[CH2:29][CH2:30]3)=[CH:23][CH:24]=2)[CH2:9][C:10]([C:12]2[CH:17]=[CH:16][N:15]=[C:14]([CH3:18])[CH:13]=2)=[O:11])=[C:4]([CH3:31])[CH:3]=1. Reported procedure: A solution of (R)-3-(4-chloro-2-methylphenyl)-1-(2-methylpyridin-4-yl)-3-(4-(piperidin-4-yl)phenyl)propan-1-one (60 mg, 0.14 mmol) and sulfamide (20 mg, 0.21 mmol) in 1,4-dioxane (5 mL) was stirred for 17 h at 108° C., then partitioned between sat. aq. ammonium chloride solution and ethyl acetate. The organic layer was washed with brine, dried over sodium sulfate, filtered, and evaporated. Flash chromatography (silica gel, 50% to 100% EtOAc in heptane) afforded the title compound (59 mg, 83%). W... As a reaction SMILES: [CH3:21][OH:22].[S:1]([Cl:2])([Cl:3])=[O:4].[cH:5]1[c:6]([CH2:15][CH:16]([NH2:17])[C:18](=[O:19])[OH:20])[cH:7][cH:8][c:9]2[cH:10][cH:11][cH:12][cH:13][c:14]12>>[cH:5]1[c:6]([CH2:15][CH:16]([NH2:17])[C:18]([O:19][CH3:21])=[O:20])[cH:7][cH:8][c:9]2[cH:10][cH:11][cH:12][cH:13][c:14]12. Starting materials: CO, O=S(Cl)Cl, NC(Cc1ccc2ccccc2c1)C(=O)O. Yields the product COC(=O)C(N)Cc1ccc2ccccc2c1. The reactants are ClC1=NC=C(C=C1)C(C)=O (2-chloro-5-acetylpyridine), BrC1(C(NC(NC1=O)=O)=O)Br (dibromobarbituric acid), BrC1(C(NC(NC1=O)=O)=O)Br (DBBA), BrC1(C(NC(NC1=O)=O)=O)Br (DBBA), resultant solution. Solvent: C(C)(=O)OCC (ethyl acetate), C1CCOC1 (THF), C1CCOC1 (THF). Reaction conditions: time 2 hour. The product is ClC1=NC=C(C=C1)C(CBr)=O (2-Chloro-5-(2-bromoacetyl)pyridine). The yield is 72.8%. As a reaction SMILES: [Cl:1][C:2]1[CH:7]=[CH:6][C:5]([C:8](=[O:10])[CH3:9])=[CH:4][N:3]=1.[Br:11]C1(Br)C(=O)NC(=O)NC1=O>C1COCC1.C(OCC)(=O)C>[Cl:1][C:2]1[CH:7]=[CH:6][C:5]([C:8](=[O:10])[CH2:9][Br:11])=[CH:4][N:3]=1. Procedure: A solution of 784 mg of 2-chloro-5-acetylpyridine in 10 mL of THF was added via canula to a solution of 1.44 g of dibromobarbituric acid (DBBA) in 10 mL of THF. The resultant solution was heated at 50°-55° C. for 12 h, and then an additional 0.72 g DBBA was added. After stirring at 50°-55° C. for 2.5 more hours, 0.36 g DBBA was added. The mixture was allowed to stir for 2 h at which point NMR analysis of an aliquot indicated 87% conversion. The reaction mixture was cooled, diluted with ethyl ace...